From a dataset of the Open Reaction Database (ORD), a public repository of structured organic reaction records. describe an organic reaction: reactants, conditions, products, and yield The reactants are OC1=C(C=C2C=CNC2=C1)OC (6-hydroxy 5-methoxy indole), C(=O)CC(=O)OC(CC=O)=O (formyl acetic anhydride). The solvent is C1(=CC=CC=C1)C (toluene). The product is C(=O)OC1=C(C=C2C=CNC2=C1)OC (6-formyloxy 5-methoxy indole). Yield: 29.9%. As a reaction SMILES: [OH:1][C:2]1[CH:10]=[C:9]2[C:5]([CH:6]=[CH:7][NH:8]2)=[CH:4][C:3]=1[O:11][CH3:12].[CH:13](CC(OC(=O)CC=O)=O)=[O:14]>C1(C)C=CC=CC=1>[CH:13]([O:1][C:2]1[CH:10]=[C:9]2[C:5]([CH:6]=[CH:7][NH:8]2)=[CH:4][C:3]=1[O:11][CH3:12])=[O:14]. Procedure: A solution of 12 g (0.0735 mole) of 6-hydroxy 5-methoxy indole and 12.95 g (0.147 mole) of formyl acetic anhydride in 100 ml toluene is refluxed for 16 hours under nitrogen atmosphere. After cooling, 30 g of silica 60 is added to the reacting medium, and it is filtered and concentrated to half its volume. The white precipitate that is obtained is filtered and then recrystallized in 30 ml toluene. After vacuum-drying, 4.2 g of 6-formyloxy 5-methoxy indole is obtained (white powder, yield 30%). Reactants: O=C([O-])[O-], C[Si](C)(C)CCCCl, [K+], [K+], CN(C)C=O, O, O=Cc1ccc(O)cc1. As a reaction SMILES: [C:18](=[O:19])([O-:20])[O-:21].[Cl:1][CH2:2][CH2:3][CH2:4][Si:5]([CH3:6])([CH3:7])[CH3:8].[K+:22].[K+:23].[O:25]=[CH:26][N:27]([CH3:28])[CH3:29].[OH2:24].[OH:9][c:10]1[cH:11][cH:12][c:13]([CH:14]=[O:15])[cH:16][cH:17]1>>[CH2:2]([CH2:3][CH2:4][Si:5]([CH3:6])([CH3:7])[CH3:8])[O:9][c:10]1[cH:11][cH:12][c:13]([CH:14]=[O:15])[cH:16][cH:17]1. Yields the product C[Si](C)(C)CCCOc1ccc(C=O)cc1. The reactants are C(C1=CC=CC=C1)OC1=CC=C(C=C1)[C@@H]1[C@H](CN(CC1)C(=O)OC(C)(C)C)F ((3R,4R)-tert-butyl 4-(4-(benzyloxy)phenyl)-3-fluoropiperidine-1-carboxylate), Cl (HCl). The solvent is O1CCOCC1 (1,4-dioxane), O1CCOCC1 (dioxane). Conditions: time 8 hour. Product: Cl.C(C1=CC=CC=C1)OC1=CC=C(C=C1)[C@@H]1[C@H](CNCC1)F ((3R,4R)-4-(4-(benzyloxy)phenyl)-3-fluoropiperidine hydrochloride). Isolated yield 83.0%. RXN SMILES: [CH2:1]([O:8][C:9]1[CH:14]=[CH:13][C:12]([C@H:15]2[CH2:20][CH2:19][N:18](C(OC(C)(C)C)=O)[CH2:17][C@@H:16]2[F:28])=[CH:11][CH:10]=1)[C:2]1[CH:7]=[CH:6][CH:5]=[CH:4][CH:3]=1.[ClH:29]>O1CCOCC1>[ClH:29].[CH2:1]([O:8][C:9]1[CH:14]=[CH:13][C:12]([C@H:15]2[CH2:20][CH2:19][NH:18][CH2:17][C@@H:16]2[F:28])=[CH:11][CH:10]=1)[C:2]1[CH:3]=[CH:4][CH:5]=[CH:6][CH:7]=1 |f:3.4|. Procedure details: To a solution of (3R,4R)-tert-butyl 4-(4-(benzyloxy)phenyl)-3-fluoropiperidine-1-carboxylate (0.12 g, 0.31 mmol, E-2 from step E) in 1,4-dioxane (3 mL) was added a 4 M HCl in dioxane solution (2 mL, 8 mmol) and the reaction mixture was stirred at rt overnight. The solvent was then evaporated and the solid was triturated with ethyl acetate and dried to afford E-2a (3R,4R)-4-(4-(benzyloxy)phenyl)-3-fluoropiperidine hydrochloride (0.09 g, 83% yield) as an off-white solid. LCMS (method O) RT: 0.95 m... The reactants are Cc1ccc(N(C)S(=O)(=O)c2cccs2)c2[nH]c(C(N)=O)cc12, COc1ccc(P2(=S)SP(=S)(c3ccc(OC)cc3)S2)cc1, C1CCOC1. The product is Cc1ccc(N(C)S(=O)(=O)c2cccs2)c2[nH]c(C(N)=S)cc12. As a reaction SMILES: [CH3:1][c:2]1[c:3]2[cH:4][c:5]([C:21](=[O:22])[NH2:23])[nH:6][c:7]2[c:8]([N:11]([S:12](=[O:13])(=[O:14])[c:15]2[s:16][cH:17][cH:18][cH:19]2)[CH3:20])[cH:9][cH:10]1.[CH3:24][O:25][c:26]1[cH:27][cH:28][c:29]([P:30]2(=[S:33])[S:31][P:32]([c:34]3[cH:35][cH:36][c:37]([O:38][CH3:39])[cH:40][cH:41]3)(=[S:42])[S:43]2)[cH:44][cH:45]1.[O:46]1[CH2:47][CH2:48][CH2:49][CH2:50]1>>[CH3:1][c:2]1[c:3]2[cH:4][c:5]([C:21]([NH2:23])=[S:33])[nH:6][c:7]2[c:8]([N:11]([S:12](=[O:13])(=[O:14])[c:15]2[s:16][cH:17][cH:18][cH:19]2)[CH3:20])[cH:9][cH:10]1.